From a dataset of the Open Reaction Database (ORD), a public repository of structured organic reaction records. describe an organic reaction: reactants, conditions, products, and yield The reactants are P(Br)(Br)Br (phosphorous tribromide), C(C#CC\C=C/C\C=C/CCCCC)O ((Z,Z)-5,8-tetradecadien-2-yn-1-ol). The reagents and catalysts are N1=CC=CC=C1 (pyridine). Solvent: CCOCC (ether), CCOCC (ether). Reaction conditions: temperature 23 celsius. Yields the product BrCC#CC\C=C/C\C=C/CCCCC ((Z,Z)-1-bromo-5,8-tetradecadien-2-yne). Yield: 236.2%. RXN SMILES: P(Br)(Br)[Br:2].[CH2:5](O)[C:6]#[C:7][CH2:8]/[CH:9]=[CH:10]\[CH2:11]/[CH:12]=[CH:13]\[CH2:14][CH2:15][CH2:16][CH2:17][CH3:18]>CCOCC.N1C=CC=CC=1>[Br:2][CH2:5][C:6]#[C:7][CH2:8]/[CH:9]=[CH:10]\[CH2:11]/[CH:12]=[CH:13]\[CH2:14][CH2:15][CH2:16][CH2:17][CH3:18]. Procedure: A solution of phosphorous tribromide (0.47 g, 1.73 mmol) in absolute ether (0.5 ml) was added dropwise during five minutes to a mixture of (Z,Z)-5,8-tetradecadien-2-yn-1-ol (1.03 g, 5 mmol), and dry pyridine (14 mg, 0.18 mmol) in 8 ml of absolute ether. The reaction mixture was heated under reflux for 2.5 h, cooled to 23° C., then poured onto ice-water. It was extracted three times with ether. The combined ether extracts were washed with dilute aqueous sodium bicarbonate solution, water, dried o... Reactants: C(C)(=O)OC\1C(CCC(CC(=O)OC(C(/C=C1)C)\C(=C\C=C\C(CC1C(C(C(CC)OC(C)OCC)C)O1)(C)OC(C)OCC)\C)OC(C)OCC)(C)OC(C)OCC ((8E,12E,14E)-7-acetoxy-3,6,16,21-tetrakis(1-ethoxyethoxy)-6,10,12,16,20-pentamethyl-18,19-epoxytricosa-8,12,14-trien-11-olide), C([O-])([O-])=O.[K+].[K+] (potassium carbonate). Run in C(C)(=O)OCC (ethyl acetate), CO (methanol). Conditions: time 30 minute. Product: C(C)OC(C)OC1CC(=O)OC(C(/C=C/C(C(CC1)(C)OC(C)OCC)O)C)\C(=C\C=C\C(CC1C(C(C(CC)OC(C)OCC)C)O1)(C)OC(C)OCC)\C ((8E,12E,14E)-3,6,16,21-Tetrakis(1-ethoxyethoxy)-7-hydroxy-6,10,12,16,20-pentamethyl-18,19-epoxytricosa-8,12,14-trien-11-olide). Isolated yield 94.2%. Reaction SMILES: C([O:4][CH:5]1[C:6]([O:54][CH:55]([O:57][CH2:58][CH3:59])[CH3:56])([CH3:53])[CH2:7][CH2:8][CH:9]([O:47][CH:48]([O:50][CH2:51][CH3:52])[CH3:49])[CH2:10][C:11]([O:13][CH:14](/[C:19](/[CH3:46])=[CH:20]/[CH:21]=[CH:22]/[C:23]([O:40][CH:41]([O:43][CH2:44][CH3:45])[CH3:42])([CH3:39])[CH2:24][CH:25]2[O:38][CH:26]2[CH:27]([CH3:37])[CH:28]([O:31][CH:32]([O:34][CH2:35][CH3:36])[CH3:33])[CH2:29][CH3:30])[CH:15]([CH3:18])[CH:16]=[CH:17]1)=[O:12])(=O)C.C(=O)([O-])[O-].[K+].[K+]>CO.C(OCC)(=O)C>[CH2:51]([O:50][CH:48]([O:47][CH:9]1[CH2:8][CH2:7][C:6]([O:54][CH:55]([O:57][CH2:58][CH3:59])[CH3:56])([CH3:53])[CH:5]([OH:4])[CH:17]=[CH:16][CH:15]([CH3:18])[CH:14](/[C:19](/[CH3:46])=[CH:20]/[CH:21]=[CH:22]/[C:23]([O:40][CH:41]([O:43][CH2:44][CH3:45])[CH3:42])([CH3:39])[CH2:24][CH:25]2[O:38][CH:26]2[CH:27]([CH3:37])[CH:28]([O:31][CH:32]([O:34][CH2:35][CH3:36])[CH3:33])[CH2:29][CH3:30])[O:13][C:11](=[O:12])[CH2:10]1)[CH3:49])[CH3:52] |f:1.2.3|. Procedure: To a solution of (8E,12E,14E)-7-acetoxy-3,6,16,21-tetrakis(1-ethoxyethoxy)-6,10,12,16,20-pentamethyl-18,19-epoxytricosa-8,12,14-trien-11-olide (145 mg, 0.17 mmol) in methanol (2.5 mL) was added potassium carbonate (95 mg, 0.69 mmol) at room temperature, followed by stirring at the same temperature for two hours and 30 minutes. The reaction mixture was diluted with ethyl acetate and then washed with brine. The organic layer was dried over anhydrous magnesium sulfate, filtrated and evaporated. The... Reactants: O (Water), CS(=O)(=O)C1=C(C=CC=C1)C1=NC2=CC=CN=C2C=C1C(C)O (1-(2-(2-(methylsulfonyl)phenyl)-1,5-naphthyridin-3-yl)ethanol), C1(C=2C(C(N1)=O)=CC=CC2)=O (phthalimide), N(=NC(=O)OC(C)C)C(=O)OC(C)C (Diisopropyl azodicarboxylate). The solvent is C1CCOC1 (THF). Run at time 10 minute. Yields the product CS(=O)(=O)C1=C(C=CC=C1)C1=NC2=CC=CN=C2C=C1C(C)N1C(C2=CC=CC=C2C1=O)=O (2-(1-(2-(2-(methylsulfonyl)phenyl)-1,5-naphthyridin-3-yl)ethyl)isoindoline-1,3-dione). RXN SMILES: [CH3:1][S:2]([C:5]1[CH:10]=[CH:9][CH:8]=[CH:7][C:6]=1[C:11]1[C:20]([CH:21](O)[CH3:22])=[CH:19][C:18]2[C:13](=[CH:14][CH:15]=[CH:16][N:17]=2)[N:12]=1)(=[O:4])=[O:3].[C:24]1(=[O:34])[NH:28][C:27](=[O:29])[C:26]2=[CH:30][CH:31]=[CH:32][CH:33]=[C:25]12.N(C(OC(C)C)=O)=NC(OC(C)C)=O.O>C1COCC1>[CH3:1][S:2]([C:5]1[CH:10]=[CH:9][CH:8]=[CH:7][C:6]=1[C:11]1[C:20]([CH:21]([N:28]2[C:24](=[O:34])[C:25]3[C:26](=[CH:30][CH:31]=[CH:32][CH:33]=3)[C:27]2=[O:29])[CH3:22])=[CH:19][C:18]2[C:13](=[CH:14][CH:15]=[CH:16][N:17]=2)[N:12]=1)(=[O:3])=[O:4]. Procedure details: To a mixture of crude of 1-(2-(2-(methylsulfonyl)phenyl)-1,5-naphthyridin-3-yl)ethanol (700 mg, 2.13 mmol) and phthalimide (627 mg, 4.26 mmol) in THF (21 mL) was added triphenylphosphene (1.12 g, 4.26 mmol) at 0° C. The reaction mixture was stirred for 10 min at same temperature. Diisopropyl azodicarboxylate (0.9 mL, 4.26 mmol) was added to mixture at 0° C. The reaction mixture was stirred for overnight at 0° C. Water was added to reaction mixture and extracted with EtOAc. The organic layer was ... Reactants: ClC1=C(C=O)C=CC(=C1Cl)OC1=CC=C(C=C1)[N+](=O)[O-] (2,3-Dichloro-4-(p-nitrophenoxy)benzaldehyde), benzylic alcohol, alcohol, [Cl-] (chloride), [C-]#N.[Na+] (NaCN), benzylic chloride, [BH4-].[Na+] (NaBH4), Cl (HCl), S(=O)(Cl)Cl (thionyl chloride). Solvent: C(C)O (ethanol), O (water), C(Cl)(Cl)Cl (chloroform), O (water), C(C)O (ethanol). Conditions: time 20 minute. Yields the product ClC1=C(C=CC(=C1Cl)OC1=CC=C(C=C1)[N+](=O)[O-])CC#N (2,3-Dichloro-4-(p-nitrophenoxy)phenylacetonitrile). RXN SMILES: [Cl:1][C:2]1[C:9]([Cl:10])=[C:8]([O:11][C:12]2[CH:17]=[CH:16][C:15]([N+:18]([O-:20])=[O:19])=[CH:14][CH:13]=2)[CH:7]=[CH:6][C:3]=1[CH:4]=O.[BH4-].[Na+].Cl.S(Cl)(Cl)=O.[Cl-].[C-:29]#[N:30].[Na+]>O.C(O)C.C(Cl)(Cl)Cl>[Cl:1][C:2]1[C:9]([Cl:10])=[C:8]([O:11][C:12]2[CH:17]=[CH:16][C:15]([N+:18]([O-:20])=[O:19])=[CH:14][CH:13]=2)[CH:7]=[CH:6][C:3]=1[CH2:4][C:29]#[N:30] |f:1.2,6.7|. Procedure: To a suspension of the compound from Example 25, (20.9 g., 0.067 mole) in 125 ml. of absolute ethanol was added 0.79 g. (0.021 mole) of NaBH4. The mixture was stirred for 20 minutes at room temperature. The reaction mixture was diluted by careful addition of water and was then acidified with dilute HCl. The ethanol was evaporated under reduced pressure and the aqueous residue was extracted with methylene chloride. The organic solution was washed with brine, dried over Na2SO4 and evaporated to pr... The reactants are [Al] (aluminum), [N+](=O)([O-])[O-].[NH4+] (ammonium nitrate), hydroxyl, aluminum ion, Al(OH)2, final solution, O.O.O.O.O.O.O.O.O.[N+](=O)([O-])[O-].[Al+3].[N+](=O)([O-])[O-].[N+](=O)([O-])[O-] (Aluminum nitrate nonahydrate), NC(=O)N (urea), C(C(=O)[O-])(=O)[O-].[K+].[K+] (potassium oxalate), [Al] (aluminum), hydroxyl. Product: [N+](=O)([O-])[O-].O[Al+2].[N+](=O)([O-])[O-] (hydroxy-aluminum nitrate). RXN SMILES: [OH2:1].O.O.O.O.O.O.O.O.[N+:10]([O-:13])([O-:12])=[O:11].[Al+3:14].[N+:15]([O-:18])([O-:17])=[O:16].[N+]([O-])([O-])=O.NC(N)=O.[Al].C([O-])(=O)C([O-])=O.[K+].[K+].[N+]([O-])([O-])=O.[NH4+]>>[N+:10]([O-:13])([O-:12])=[O:11].[OH:1][Al+2:14].[N+:15]([O-:18])([O-:17])=[O:16] |f:0.1.2.3.4.5.6.7.8.9.10.11.12,15.16.17,18.19,20.21.22|. Procedure details: Aluminum nitrate nonahydrate (75 g, 0.2 mol) water (75 g, 4.2 mol) and crystal urea (15.5 g, 0.26 mol) were refluxed together for 16 hours. No fumes could be seen coming from the reactor during this period. The clear solution which resulted was analyzed for aluminum content and hydroxyl content and found to have a hydroxyl to aluminum ratio of 2.39:1. The hydroxyl content was determined by direct titration after the addition of potassium oxalate to prevent hydrolysis of the aluminum ion. There w... Reactants: FC1=CC=C(CN2C[C@H](N(C[C@@H]2C)C(CO)=O)C)C=C1 (1-[4-(4-fluoro-benzyl)-(2R,5S)-2,5-dimethyl-piperazin-1-yl]-2-hydroxy-ethanone), [H-].[Na+] (sodium hydride), ClC1=NC=C(C=C1[N+](=O)[O-])Cl (2,5-dichloro-3-nitro-pyridine). Run in C1(=CC=CC=C1)C (toluene). Run at time 15 minute. Yields the product ClC=1C=C(C(=NC1)OCC(=O)N1[C@@H](CN([C@H](C1)C)CC1=CC=C(C=C1)F)C)[N+](=O)[O-] (2-(5-Chloro-3-nitro-pyridin-2-yloxy)-1-[4-(4-fluoro-benzyl)-(2R,5S)-2,5-dimethyl-piperazin-1-yl]-ethanone). Yield: 89.4%. As a reaction SMILES: [F:1][C:2]1[CH:20]=[CH:19][C:5]([CH2:6][N:7]2[C@@H:12]([CH3:13])[CH2:11][N:10]([C:14](=[O:17])[CH2:15][OH:16])[C@H:9]([CH3:18])[CH2:8]2)=[CH:4][CH:3]=1.[H-].[Na+].Cl[C:24]1[C:29]([N+:30]([O-:32])=[O:31])=[CH:28][C:27]([Cl:33])=[CH:26][N:25]=1>C1(C)C=CC=CC=1>[Cl:33][C:27]1[CH:28]=[C:29]([N+:30]([O-:32])=[O:31])[C:24]([O:16][CH2:15][C:14]([N:10]2[CH2:11][C@H:12]([CH3:13])[N:7]([CH2:6][C:5]3[CH:4]=[CH:3][C:2]([F:1])=[CH:20][CH:19]=3)[CH2:8][C@H:9]2[CH3:18])=[O:17])=[N:25][CH:26]=1 |f:1.2|. Reported procedure: To a solution of 1-[4-(4-fluoro-benzyl)-(2R,5S)-2,5-dimethyl-piperazin-1-yl]-2-hydroxy-ethanone (0.90 g, 3.2 mmol) in toluene (20 mL) at 0° C. was added sodium hydride (0.18 g, 4.5 mmol, 60% dispersion in mineral oil). The reaction was stirred for 15 minutes, then 2,5-dichloro-3-nitro-pyridine (0.65 g, 3.38 mmol) was added and the solution was stirred at ambient temperature for 18 hours. The reaction was quenched by the slow addition of water (5 mL) then extracted with ethyl acetate. The organic... The reactants are C1CCOC1, [Li]CCCC, Fc1cccc(Br)c1, CC(C)[Si](OC1CCN(C(=O)OC(C)(C)C)C1=O)(C(C)C)C(C)C. The product is CC(C)[Si](OC1CCN(C(=O)OC(C)(C)C)C1(O)c1cccc(F)c1)(C(C)C)C(C)C. Reaction SMILES: [CH2:38]1[O:39][CH2:40][CH2:41][CH2:42]1.[CH3:9][CH2:10][CH2:11][CH2:12][Li:13].[F:1][c:2]1[cH:3][c:4]([Br:8])[cH:5][cH:6][cH:7]1.[O:14]=[C:15]1[N:16]([C:31](=[O:32])[O:33][C:34]([CH3:35])([CH3:36])[CH3:37])[CH2:17][CH2:18][CH:19]1[O:20][Si:21]([CH:22]([CH3:23])[CH3:24])([CH:25]([CH3:26])[CH3:27])[CH:28]([CH3:29])[CH3:30]>>[F:1][c:2]1[cH:3][c:4]([C:15]2([OH:14])[N:16]([C:31](=[O:32])[O:33][C:34]([CH3:35])([CH3:36])[CH3:37])[CH2:17][CH2:18][CH:19]2[O:20][Si:21]([CH:22]([CH3:23])[CH3:24])([CH:25]([CH3:26])[CH3:27])[CH:28]([CH3:29])[CH3:30])[cH:5][cH:6][cH:7]1.